This data is from the Open Reaction Database (ORD), a public repository of structured organic reaction records. The task is: describe an organic reaction: reactants, conditions, products, and yield Starting materials: C(CCCCCCCC(=O)Cl)(=O)Cl (azeloylchloride), ClC(=C(Cl)Cl)Cl (tetrachloroethylene), CNCCCCCC (N-methyl-N-hexylamine), [OH-].[Na+] (NaOH). Run in O (water). Run at time 12.5 minute. The product is CN(C(CCCCCCCC(=O)N(CCCCCC)C)=O)CCCCCC (N,N'-Dimethyl-N,N'-Dihexylazelamide). As a reaction SMILES: [C:1](Cl)(=[O:12])[CH2:2][CH2:3][CH2:4][CH2:5][CH2:6][CH2:7][CH2:8][C:9](Cl)=[O:10].Cl[C:15](Cl)=[C:16](Cl)Cl.[CH3:20][NH:21][CH2:22][CH2:23][CH2:24][CH2:25][CH2:26][CH3:27].[OH-].[Na+]>O>[CH3:20][N:21]([CH2:22][CH2:23][CH2:24][CH2:25][CH2:15][CH3:16])[C:1](=[O:12])[CH2:2][CH2:3][CH2:4][CH2:5][CH2:6][CH2:7][CH2:8][C:9]([N:21]([CH3:20])[CH2:22][CH2:23][CH2:24][CH2:25][CH2:26][CH3:27])=[O:10] |f:3.4|. Reported procedure: 10.5 grams of azeloylchloride were placed in a container holding 140 milliliters of tetrachloroethylene and dissolved. To the resulting mixture were added 9.2 grams of N-methyl-N-hexylamine, and 1.6 grams of NaOH dissolved in 200 milliliters of water. The completed mixture was agitated for 10-15 minutes; afterwards the organic layer was separated, washed with a dilute aqueous HCl solution. Following this the organic layer was washed with a 10% aqueous Na2CO3 solution and then washed with water. ... The reactants are ClC1=C(C(=CC=C1F)Cl)C(C)O (1-(2,6-dichloro-3-fluoro-phenyl)-ethanol), BrC=1C(=NC=C(N1)Br)N (3,5-dibromo-pyrazin-2-ylamine). Product: BrC=1N=C(C(=NC1)N)OC(C)C1=C(C(=CC=C1Cl)F)Cl (5-Bromo-3-[1-(2,6-dichloro-3-fluoro-phenyl)-ethoxy]-pyrazin-2-ylamine). As a reaction SMILES: [Cl:1][C:2]1[C:7]([F:8])=[CH:6][CH:5]=[C:4]([Cl:9])[C:3]=1[CH:10]([OH:12])[CH3:11].Br[C:14]1[C:15]([NH2:21])=[N:16][CH:17]=[C:18]([Br:20])[N:19]=1>>[Br:20][C:18]1[N:19]=[C:14]([O:12][CH:10]([C:3]2[C:4]([Cl:9])=[CH:5][CH:6]=[C:7]([F:8])[C:2]=2[Cl:1])[CH3:11])[C:15]([NH2:21])=[N:16][CH:17]=1. Procedure details: 5-Bromo-3-[1-(2,6-dichloro-3-fluoro-phenyl)-ethoxy]-pyrazin-2-ylamine was prepared following procedure 2 from 1-(2,6-dichloro-3-fluoro-phenyl)-ethanol and 3,5-dibromo-pyrazin-2-ylamine.